From a dataset of the Open Reaction Database (ORD), a public repository of structured organic reaction records. describe an organic reaction: reactants, conditions, products, and yield The reactants are C(C)O (ethanol), Cl.Cl.N(C(=N)N)C=1SC=C(N1)CSCCN (2-guanidino-4-[(2-aminoethyl)thiomethyl]thiazole dihydrochloride), N1=CC=CC=C1 (pyridine), [H-].[Na+] (sodium hydride), C(=O)(OCC)NC=1SC=C(N1)C (2-carbethoxyamino-4-methylthiazole), resultant mixture. Product: NN=CNC=1SC=C(N1)CSCCNC(=O)NC=1SC=C(N1)C (N-[2-[[2-[(aminoiminomethyl)amino]-4-thiazolyl]methylthio]ethyl]-N'-(4-methyl-2-thiazolyl)urea). RXN SMILES: Cl.Cl.[NH:3]([C:7]1[S:8][CH:9]=[C:10]([CH2:12][S:13][CH2:14][CH2:15][NH2:16])[N:11]=1)[C:4]([NH2:6])=N.[H-].[Na+].[C:19]([NH:24][C:25]1[S:26][CH:27]=[C:28]([CH3:30])[N:29]=1)(OCC)=[O:20].C(O)C.[N:34]1C=CC=CC=1>>[NH2:34][N:6]=[CH:4][NH:3][C:7]1[S:8][CH:9]=[C:10]([CH2:12][S:13][CH2:14][CH2:15][NH:16][C:19]([NH:24][C:25]2[S:26][CH:27]=[C:28]([CH3:30])[N:29]=2)=[O:20])[N:11]=1 |f:0.1.2,3.4|. Procedure details: To 4.60 g (15.1 mmole) of 2-guanidino-4-[(2-aminoethyl)thiomethyl]thiazole dihydrochloride stirred under flowing nitrogen in 170 ml of dry pyridine is added 1.38 g (ca. 30.3 mmole) of a 50 percent dispersion in oil of sodium hydride. After about 1 hour 2.80 g (15.0 mmole) of 2-carbethoxyamino-4-methylthiazole is added, and the resultant mixture is heated at reflux for 2 days. After partial cooling, the mixture is decanted through a sintered glass funnel using suction, all residues being discarde...